Dataset: the Open Reaction Database (ORD), a public repository of structured organic reaction records. Task: describe an organic reaction: reactants, conditions, products, and yield The yield is 96.2%. Reported procedure: 21 g (0.15 mol) of potassium carbonate were added in portions to a suspension of 14.5 g (0.05 mol) of 1-n-propyl-piperazine dihydrobromide in 200 ml of acetonitrile. 7.4 g (0.05 mol) of dichloroacetyl chloride were added dropwise to this mixture at room temperature, while stirring. The mixture was subsequently stirred at 20° C. for 5 hours and working up was then effected by a procedure in which the reaction mixture was filtered and the filtrate was evaporated under reduced pressure. The residue... The solvent is C(C)#N (acetonitrile). The reactants are C([O-])([O-])=O.[K+].[K+] (potassium carbonate), Br.Br.C(CC)N1CCNCC1 (1-n-propyl-piperazine dihydrobromide), ClC(C(=O)Cl)Cl (dichloroacetyl chloride). RXN SMILES: C(=O)([O-])[O-].[K+].[K+].Br.Br.[CH2:9]([N:12]1[CH2:17][CH2:16][NH:15][CH2:14][CH2:13]1)[CH2:10][CH3:11].[Cl:18][CH:19]([Cl:23])[C:20](Cl)=[O:21]>C(#N)C>[Cl:18][CH:19]([Cl:23])[C:20]([N:15]1[CH2:16][CH2:17][N:12]([CH2:9][CH2:10][CH3:11])[CH2:13][CH2:14]1)=[O:21] |f:0.1.2,3.4.5|. The product is ClC(C(=O)N1CCN(CC1)CCC)Cl (1-dichloroacetyl-4-n-propyl-piperazine). Reactants: P(Cl)(Cl)(Cl)(Cl)Cl (phosphorous pentachloride), P(=O)(Cl)(Cl)Cl (phosphorous oxychloride), P(Br)(Br)Br (PBr3), O=C1OC2=C(C[C@@H]3CCCN([C@H]3C2)CCC)N1 (Trans-(±)-2-oxo-5-n-propyl-4,4a,5,6,7,8,8a,9-octahydro-1H-oxazolo[4,5-g]quinoline). The product is bromo, ClC=1OC2=C(C[C@@H]3CCCN([C@H]3C2)CCC)N1 (trans-(±)-2-chloro-5-n-propyl-4,4a,5,6,7,8,8a,9-octa hydro-oxazolo[4,5-g]quinoline), BrC=1OC2=C(C[C@@H]3CCCN([C@H]3C2)CCC)N1 (trans-(±)-2-bromo-5-n-propyl-4,4a,5,6,7,8,8a,9-octahydro-oxazolo[4,5-g]quinoline). RXN SMILES: O=[C:2]1[NH:17][C:5]2[CH2:6][C@H:7]3[C@H:12]([CH2:13][C:4]=2[O:3]1)[N:11]([CH2:14][CH2:15][CH3:16])[CH2:10][CH2:9][CH2:8]3.P(Cl)(Cl)(Cl)(Cl)[Cl:19].P(Cl)(Cl)(Cl)=O.P(Br)(Br)[Br:30]>>[Cl:19][C:2]1[O:3][C:4]2[CH2:13][C@H:12]3[C@@H:7]([CH2:8][CH2:9][CH2:10][N:11]3[CH2:14][CH2:15][CH3:16])[CH2:6][C:5]=2[N:17]=1.[Br:30][C:2]1[O:3][C:4]2[CH2:13][C@H:12]3[C@@H:7]([CH2:8][CH2:9][CH2:10][N:11]3[CH2:14][CH2:15][CH3:16])[CH2:6][C:5]=2[N:17]=1. Reported procedure: Trans-(±)-2-oxo-5-n-propyl-4,4a,5,6,7,8,8a,9-octahydro-1H-oxazolo[4,5-g]quinoline thus prepared can be reacted with phosphorous pentachloride or phosphorous oxychloride or PBr3 to yield the corresponding chloro or bromo derivative, trans-(±)-2-chloro-5-n-propyl-4,4a,5,6,7,8,8a,9-octa hydro-oxazolo[4,5-g]quinoline or trans-(±)-2-bromo-5-n-propyl-4,4a,5,6,7,8,8a,9-octahydro-oxazolo[4,5-g]quinoline. This compound can in turn be reacted with secondary or primary amines with ammonia or with cyclic am... The reactants are O=C([O-])O, CN(C)C=O, ClCCl, CC(C)c1nc2cc(OCc3cccc(F)c3)ccc2c(=O)n1CC(N)=O, [Na+]. The product is CC(C)c1nc2cc(OCc3cccc(F)c3)ccc2c(=O)n1CC#N. Reaction SMILES: [C:28](=[O:29])([O-:30])[OH:31].[CH3:33][N:34]([CH3:35])[CH:36]=[O:37].[Cl:38][CH2:39][Cl:40].[F:1][c:2]1[cH:3][c:4]([CH2:5][O:6][c:7]2[cH:8][cH:9][c:10]3[c:11](=[O:24])[n:12]([CH2:20][C:21](=[O:22])[NH2:23])[c:13]([CH:17]([CH3:18])[CH3:19])[n:14][c:15]3[cH:16]2)[cH:25][cH:26][cH:27]1.[Na+:32]>>[F:1][c:2]1[cH:3][c:4]([CH2:5][O:6][c:7]2[cH:8][cH:9][c:10]3[c:11](=[O:24])[n:12]([CH2:20][C:21]#[N:23])[c:13]([CH:17]([CH3:18])[CH3:19])[n:14][c:15]3[cH:16]2)[cH:25][cH:26][cH:27]1. Starting materials: ClC1=CC=C(C=C1)C(CNC(CC(C(F)(F)F)CN1CC(CCC1)C1=CC(=CC=C1)C(F)(F)F)=O)=O (N-(2-(4-chlorophenyl)-2-oxoethyl)-4,4,4-trifluoro-3-((3-(3-(trifluoromethyl)phenyl)piperidin-1-yl)methyl)butanamide), O=P(Cl)(Cl)Cl (POCl3), C1(=CC=CC=C1)C (toluene), ice water, C(=O)([O-])[O-].[Na+].[Na+] (Na2CO3). Run in C(C)(=O)OCC (ethyl acetate). Run at temperature 100 celsius, time 4 hour. Yields the product ClC1=CC=C(C=C1)C1=CN=C(O1)CC(CN1CC(CCC1)C1=CC(=CC=C1)C(F)(F)F)C(F)(F)F (1-{2-[5-(4-chloro-phenyl)-oxazol-2-ylmethyl]-3,3,3-trifluoro-propyl}-3-(3-trifluoromethyl-phenyl)-piperidine). RXN SMILES: ClC1C=CC(C(=O)[CH2:9][NH:10][C:11](=[O:35])[CH2:12][CH:13]([CH2:18][N:19]2[CH2:24][CH2:23][CH2:22][CH:21]([C:25]3[CH:30]=[CH:29][CH:28]=[C:27]([C:31]([F:34])([F:33])[F:32])[CH:26]=3)[CH2:20]2)[C:14]([F:17])([F:16])[F:15])=CC=1.O=P(Cl)(Cl)[Cl:39].[C:42]1([CH3:48])[CH:47]=[CH:46][CH:45]=[CH:44][CH:43]=1.C([O-])([O-])=O.[Na+].[Na+]>C(OCC)(=O)C>[Cl:39][C:45]1[CH:46]=[CH:47][C:42]([C:48]2[O:35][C:11]([CH2:12][CH:13]([C:14]([F:17])([F:15])[F:16])[CH2:18][N:19]3[CH2:24][CH2:23][CH2:22][CH:21]([C:25]4[CH:30]=[CH:29][CH:28]=[C:27]([C:31]([F:32])([F:33])[F:34])[CH:26]=4)[CH2:20]3)=[N:10][CH:9]=2)=[CH:43][CH:44]=1 |f:3.4.5|. Procedure: In a 5 mL round-bottomed flask, N-(2-(4-chlorophenyl)-2-oxoethyl)-4,4,4-trifluoro-3-((3-(3-(trifluoromethyl)phenyl)piperidin-1-yl)methyl)butanamide (30 mg, 56.1 μmol) and POCl3 (51.6 mg, 336 μmol) were combined with toluene (1 ml) to give a colorless solution. The reaction mixture was heated to 100° C. and stirred for 4 h. The reaction mixture was diluted with ethyl acetate (30 ml), poured into ice-water and made basic with saturated solution of Na2CO3. The organic layer was separated and washed... Reactants: ClC1=CC=CC(=C1C(=O)OC)S(=O)(=O)N (methyl 6-chloro-2-aminosulfonyl-benzoate), C(=O)(Cl)Cl (phosgene), C(=O)(Cl)Cl (phosgene), [Cl-] (chloride), N1=CC=CC=C1 (pyridine). Run in ClCCCl (1,2-dichloroethane). Run at temperature 55 celsius. Yields the product ClC1=CC=CC(=C1C(=O)OC)S(=O)(=O)N=C=O (METHYL 6-CHLORO-2-ISOCYANATOSULFONYL-BENZOATE). RXN SMILES: [Cl:1][C:2]1[C:7]([C:8]([O:10][CH3:11])=[O:9])=[C:6]([S:12]([NH2:15])(=[O:14])=[O:13])[CH:5]=[CH:4][CH:3]=1.[Cl-].N1C=CC=CC=1.[C:23](Cl)(Cl)=[O:24]>ClCCCl>[Cl:1][C:2]1[C:7]([C:8]([O:10][CH3:11])=[O:9])=[C:6]([S:12]([N:15]=[C:23]=[O:24])(=[O:13])=[O:14])[CH:5]=[CH:4][CH:3]=1. Reported procedure: 100 g of methyl 6-chloro-2-aminosulfonyl-benzoate were suspended in 300 ml of 1,2-dichloroethane, 123 g of thionuyl chloride were added with stirring, and the mixture was slowly heated to the reflux temperature. After it had been stirred for 5 hours under reflux, it was cooled to 55° C., 1.5 ml of pyridine were added and the mixture again heated to the reflux temperature, while introducing phosgene. After 4 hours' treatment with phosgene gas, the reaction mixture was concentrated under reduced p... Starting materials: CO, CC(C)O, Cn1cc(-c2ccc(Cl)nc2)ccc1=O, NN, O. The product is Cn1cc(-c2ccc(NN)nc2)ccc1=O. RXN SMILES: [CH3:18][OH:19].[CH3:20][CH:21]([OH:22])[CH3:23].[Cl:1][c:2]1[cH:3][cH:4][c:5](-[c:8]2[cH:9][cH:10][c:11](=[O:15])[n:12]([CH3:14])[cH:13]2)[cH:6][n:7]1.[NH2:16][NH2:17].[OH2:24]>>[c:2]1([NH:16][NH2:17])[cH:3][cH:4][c:5](-[c:8]2[cH:9][cH:10][c:11](=[O:15])[n:12]([CH3:14])[cH:13]2)[cH:6][n:7]1.